From a dataset of the Open Reaction Database (ORD), a public repository of structured organic reaction records. describe an organic reaction: reactants, conditions, products, and yield Starting materials: [Br-], BrCCCCCCCCCCCCOC1CCCCO1, C1CCOC1, [Mg+]C1CCCCC1, O=S(=O)(O)O. Product: C(CCCCCCC1CCCCC1)CCCCCOC1CCCCO1. Reaction SMILES: [Br-:21].[Br:1][CH2:2][CH2:3][CH2:4][CH2:5][CH2:6][CH2:7][CH2:8][CH2:9][CH2:10][CH2:11][CH2:12][CH2:13][O:14][CH:15]1[O:16][CH2:17][CH2:18][CH2:19][CH2:20]1.[CH2:34]1[O:35][CH2:36][CH2:37][CH2:38]1.[CH:22]1([Mg+:28])[CH2:23][CH2:24][CH2:25][CH2:26][CH2:27]1.[S:29](=[O:30])(=[O:31])([OH:32])[OH:33]>>[CH2:2]([CH2:3][CH2:4][CH2:5][CH2:6][CH2:7][CH2:8][CH2:9][CH2:10][CH2:11][CH2:12][CH2:13][O:14][CH:15]1[O:16][CH2:17][CH2:18][CH2:19][CH2:20]1)[CH:22]1[CH2:23][CH2:24][CH2:25][CH2:26][CH2:27]1. Yields the product Cc1cc2cc(NC(=N)c3cccs3)ccc2n1CCC1CCCN1C. As a reaction SMILES: [CH3:1][c:2]1[n:3]([CH2:12][CH2:13][CH:14]2[N:15]([CH3:19])[CH2:16][CH2:17][CH2:18]2)[c:4]2[cH:5][cH:6][c:7]([NH2:11])[cH:8][c:9]2[cH:10]1.[CH3:21][S:22][C:23](=[NH:24])[c:25]1[s:26][cH:27][cH:28][cH:29]1.[CH3:30][CH2:31][OH:32].[IH:20].[Na+:37].[O-:33][C:34]([OH:35])=[O:36]>>[CH3:1][c:2]1[n:3]([CH2:12][CH2:13][CH:14]2[N:15]([CH3:19])[CH2:16][CH2:17][CH2:18]2)[c:4]2[cH:5][cH:6][c:7]([NH:11][C:23](=[NH:24])[c:25]3[s:26][cH:27][cH:28][cH:29]3)[cH:8][c:9]2[cH:10]1. Reactants: Cc1cc2cc(N)ccc2n1CCC1CCCN1C, CSC(=N)c1cccs1, CCO, I, [Na+], O=C([O-])O. The reactants are O=[N+]([O-])c1cc(OCc2cccc(Br)c2)ccc1Oc1ccc(O)cc1, CCO, [Cl-], [Fe], [NH4+], O. Yields the product Nc1cc(OCc2cccc(Br)c2)ccc1Oc1ccc(O)cc1. RXN SMILES: [Br:1][c:2]1[cH:3][c:4]([CH2:5][O:6][c:7]2[cH:8][c:9]([N+:21]([O-:22])=[O:23])[c:10]([O:11][c:12]3[cH:13][cH:14][c:15]([OH:18])[cH:16][cH:17]3)[cH:19][cH:20]2)[cH:24][cH:25][cH:26]1.[CH3:30][CH2:31][OH:32].[Cl-:27].[Fe:33].[NH4+:28].[OH2:29]>>[Br:1][c:2]1[cH:3][c:4]([CH2:5][O:6][c:7]2[cH:8][c:9]([NH2:21])[c:10]([O:11][c:12]3[cH:13][cH:14][c:15]([OH:18])[cH:16][cH:17]3)[cH:19][cH:20]2)[cH:24][cH:25][cH:26]1. The reactants are C(=O)C=1C=C(C(=C(C#N)C1)O)[N+](=O)[O-] (5-formyl-2-hydroxy-3-nitrobenzonitrile), C(=O)C=1C=C(C(=C(C#N)C1)O)[N+](=O)[O-] (5-formyl-2-hydroxy-3-nitrobenzonitrile), C1(=CC=CC=C1)C(CC1=CC=CC=C1)=O (1,2-diphenylethanone), NC(=O)N (urea), Cl (hydrochloric acid). The solvent is C(C)O (ethanol). Yields the product OC1=C(C#N)C=C(C=C1[N+](=O)[O-])C1NC(NC(=C1C1=CC=CC=C1)C1=CC=CC=C1)=O (2-hydroxy-3-nitro-5-(2-oxo-5,6-diphenyl-1,2,3,4-tetrahydropyrimidin-4-yl)benzonitrile). Yield: 15.9%. RXN SMILES: [CH:1]([C:3]1[CH:4]=[C:5]([N+:12]([O-:14])=[O:13])[C:6]([OH:11])=[C:7]([CH:10]=1)[C:8]#[N:9])=O.[C:15]1([C:21](=O)[CH2:22][C:23]2[CH:28]=[CH:27][CH:26]=[CH:25][CH:24]=2)[CH:20]=[CH:19][CH:18]=[CH:17][CH:16]=1.[NH2:30][C:31]([NH2:33])=[O:32].Cl>C(O)C>[OH:11][C:6]1[C:5]([N+:12]([O-:14])=[O:13])=[CH:4][C:3]([CH:1]2[C:22]([C:23]3[CH:28]=[CH:27][CH:26]=[CH:25][CH:24]=3)=[C:21]([C:15]3[CH:20]=[CH:19][CH:18]=[CH:17][CH:16]=3)[NH:33][C:31](=[O:32])[NH:30]2)=[CH:10][C:7]=1[C:8]#[N:9]. Reported procedure: A mixture of 5-formyl-2-hydroxy-3-nitrobenzonitrile (Intermediate 61) (150 mg, 0.78 mmol), 1,2-diphenylethanone (153 mg, 0.78 mmol), urea (141 mg, 2.34 mmol), conc. hydrochloric acid (0.5 mL) in ethanol (3 mL) was refluxed for 37 hours. The mixture was evaporated and purified by prep.-HPLC (0.1% TFA as additive) to give Compound 122 (51 mg, yield 16%). HNMR (DMSO-d6, 400 MHz): δ 8.77 (s, 1H), 8.16 (d, J=2.0 Hz, 1H), 7.92 (d, J=2.4 Hz, 1H), 7.56 (d, J=2.0 Hz, 1H), 7.25-7.21 (m, 5H), 7.01-6.98 (m,... Reactants: Cl.N[C@H]([C@@H](CNC1(CC1)C1=CC(=CC=C1)C(F)(F)F)O)CC1=CC(=CC(=C1)F)F ((2R,3S)-3-amino-4-(3,5-difluorophenyl)-1-({1-[3-(trifluoromethyl)phenyl]cyclopropyl}amino)butan-2-ol hydrochloride), O=C1N(CCC=2C(=CC=CC12)C(=O)O)CCCCC (1-oxo-2-pentyl-1,2,3,4-tetrahydroisoquinoline-5-carboxylic acid), OC1=CC=CC=2NN=NC21 (hydroxybenzotriazole), Cl.CN(CCCN=C=NCC)C (1-(3-dimethylaminopropyl)-3-ethylcarbodiimide hydrochloride), C(C)(C)N(C(C)C)CC (N,N-diisopropylethylamine). Run in ClCCl (dichloromethane), ClCCl (dichloromethane), O (water), C(C)OCC (ethyl ether). Product: FC=1C=C(C[C@@H]([C@@H](CNC2(CC2)C2=CC(=CC=C2)C(F)(F)F)O)NC(=O)C=2C=3CCN(C(C3C=CC2)=O)CCCCC)C=C(C1)F (N-[(1S,2R)-1-(3,5-difluorobenzyl)-2-hydroxy-3-({1-[3-(trifluoromethyl)phenyl]cyclopropyl}amino)propyl]-1-oxo-2-pentyl-1,2,3,4-tetrahydroisoquinoline-5-carboxamide). Yield: 81.2%. RXN SMILES: Cl.[NH2:2][C@@H:3]([CH2:21][C:22]1[CH:27]=[C:26]([F:28])[CH:25]=[C:24]([F:29])[CH:23]=1)[C@H:4]([OH:20])[CH2:5][NH:6][C:7]1([C:10]2[CH:15]=[CH:14][CH:13]=[C:12]([C:16]([F:19])([F:18])[F:17])[CH:11]=2)[CH2:9][CH2:8]1.[O:30]=[C:31]1[C:40]2[CH:39]=[CH:38][CH:37]=[C:36]([C:41](O)=[O:42])[C:35]=2[CH2:34][CH2:33][N:32]1[CH2:44][CH2:45][CH2:46][CH2:47][CH3:48].OC1C2N=NNC=2C=CC=1.Cl.CN(C)CCCN=C=NCC.C(N(CC)C(C)C)(C)C>ClCCl.C(OCC)C.O>[F:29][C:24]1[CH:23]=[C:22]([CH:27]=[C:26]([F:28])[CH:25]=1)[CH2:21][C@H:3]([NH:2][C:41]([C:36]1[C:35]2[CH2:34][CH2:33][N:32]([CH2:44][CH2:45][CH2:46][CH2:47][CH3:48])[C:31](=[O:30])[C:40]=2[CH:39]=[CH:38][CH:37]=1)=[O:42])[C@H:4]([OH:20])[CH2:5][NH:6][C:7]1([C:10]2[CH:15]=[CH:14][CH:13]=[C:12]([C:16]([F:17])([F:18])[F:19])[CH:11]=2)[CH2:9][CH2:8]1 |f:0.1,4.5|. Procedure: 326 mg of (2R,3S)-3-amino-4-(3,5-difluorophenyl)-1-({1-[3-(trifluoromethyl)phenyl]cyclopropyl}amino)butan-2-ol hydrochloride (2:1), 180 mg of 1-oxo-2-pentyl-1,2,3,4-tetrahydroisoquinoline-5-carboxylic acid, 14 mg of hydroxybenzotriazole, 165 mg of 1-(3-dimethylaminopropyl)-3-ethylcarbodiimide hydrochloride and 0.47 cm3 of N,N-diisopropylethylamine in 18 cm3 of dichloromethane are stirred for 20 h at a temperature close to 20° C. 10 cm3 of water and dichloromethane are added to the reaction mediu...